describe an organic reaction: reactants, conditions, products, and yield From a dataset of the Open Reaction Database (ORD), a public repository of structured organic reaction records. Starting materials: [Si](C)(C)(C(C)(C)C)Cl (tert-Butyldimethylsilyl chloride), FC1=CC=C(C=C1)CCO (2-(4-fluorophenyl)ethanol), N1C=NC=C1 (imidazole). Solvent: CN(C)C=O (DMF). Conditions: time 3 hour. The product is C(C)(C)(C)[Si](C)(C)OCCC1=CC=C(C=C1)F (tert-Butyl(4-fluorophenethoxy)dimethylsilane). Reaction SMILES: [Si:1](Cl)([C:4]([CH3:7])([CH3:6])[CH3:5])([CH3:3])[CH3:2].[F:9][C:10]1[CH:15]=[CH:14][C:13]([CH2:16][CH2:17][OH:18])=[CH:12][CH:11]=1.N1C=CN=C1>CN(C=O)C>[C:4]([Si:1]([O:18][CH2:17][CH2:16][C:13]1[CH:14]=[CH:15][C:10]([F:9])=[CH:11][CH:12]=1)([CH3:3])[CH3:2])([CH3:7])([CH3:6])[CH3:5]. Reported procedure: tert-Butyldimethylsilyl chloride (0.903 g) was added portionwise to a stirred solution of 2-(4-fluorophenyl)ethanol (0.7 g) and imidazole (0.408 g) in DMF (20 mL) at 20° C. The reaction mixture was stirred for 3 hours at room temperature and then partitioned between ethyl acetate and brine. The organic layer was washed twice with brine, dried over sodium sulphate, filtered and the solvent evaporated under reduced pressure. The crude product was purified by flash silica chromatography using 2% et... Starting materials: CC(C)(C)OC(=O)NC1CCc2ccc([N+](=O)[O-])cc21, CO, Cl[Cu]. Yields the product CC(C)(C)OC(=O)NC1CCc2ccc(N)cc21. As a reaction SMILES: [C:1]([CH3:2])([CH3:3])([CH3:4])[O:5][C:6]([NH:7][CH:8]1[CH2:9][CH2:10][c:11]2[cH:12][cH:13][c:14]([N+:17]([O-:18])=[O:19])[cH:15][c:16]21)=[O:20].[CH3:21][OH:22].[Cu:23][Cl:24]>>[C:1]([CH3:2])([CH3:3])([CH3:4])[O:5][C:6]([NH:7][CH:8]1[CH2:9][CH2:10][c:11]2[cH:12][cH:13][c:14]([NH2:17])[cH:15][c:16]21)=[O:20]. Reaction SMILES: [CH2:1]([CH3:2])[O:3][c:4]1[c:5]([I:15])[cH:6][cH:7][c:8]([C:10]([CH2:11][OH:12])([CH3:13])[CH3:14])[cH:9]1.[H-:16].[I:18][CH3:19].[Na+:17].[O:20]1[CH2:21][CH2:22][CH2:23][CH2:24]1>>[CH2:1]([CH3:2])[O:3][c:4]1[c:5]([I:15])[cH:6][cH:7][c:8]([C:10]([CH2:11][O:12][CH3:19])([CH3:13])[CH3:14])[cH:9]1. Starting materials: CCOc1cc(C(C)(C)CO)ccc1I, [H-], CI, [Na+], C1CCOC1. The product is CCOc1cc(C(C)(C)COC)ccc1I. The reactants are C1(=CC=CC=C1)CCC1=NC=2C=CC=C3C(CCN1C23)N (5,6-dihydro-2-(2-phenylethyl)-4H-imidazo[4,5,1-ij]quinolin-6-amine), Cl.CO (HCl methanol). Run in CO (methanol). Product: Cl.C1(=CC=CC=C1)CCC1=NC=2C=CC=C3C(CCN1C23)N (5,6-dihydro-2-(2-phenylethyl)-4H-imidazo[4,5,1-ij]quinolin-6-amine hydrochloride). Isolated yield 97.7%. As a reaction SMILES: [C:1]1([CH2:7][CH2:8][C:9]2[N:19]3[C:20]4[C:15]([CH:16]([NH2:21])[CH2:17][CH2:18]3)=[CH:14][CH:13]=[CH:12][C:11]=4[N:10]=2)[CH:6]=[CH:5][CH:4]=[CH:3][CH:2]=1.[ClH:22].CO>CO>[ClH:22].[C:1]1([CH2:7][CH2:8][C:9]2[N:19]3[C:20]4[C:15]([CH:16]([NH2:21])[CH2:17][CH2:18]3)=[CH:14][CH:13]=[CH:12][C:11]=4[N:10]=2)[CH:6]=[CH:5][CH:4]=[CH:3][CH:2]=1 |f:1.2,4.5|. Procedure details: A portion (1.9 g) of 5,6-dihydro-2-(2-phenylethyl)-4H-imidazo[4,5,1-ij]quinolin-6-amine obtained in Step 2 of Example 17 was dissolved in methanol (20 mL) and 10% HCl-methanol solution (3.0 g) was added slowly. The solvent was removed under reduced pressure to yield the titled compound as colorless crystals (2.1 g). The reactants are C1(=CC=CC=C1)S(=O)(=O)N1C(=CC=2C1=NC=CC2)C(=CC2CCOCC2)C2=CC=C(C=C2)S(=O)(=O)C (1-benzenesulfonyl-2-[1-(4-methanesulfonyl-phenyl)-2-(tetrahydro-pyran-4-yl)-vinyl]-1H-pyrrolo[2,3-b]pyridine), [OH-].[Na+] (sodium hydroxide). Solvent: ClCCl (dichloromethane), C(C)O (ethanol), O1CCCC1 (tetrahydrofuran). Product: CS(=O)(=O)C1=CC=C(C=C1)C(=CC1CCOCC1)C1=CC=2C(=NC=CC2)N1 (2-[1-(4-methanesulfonyl-phenyl)-2-(tetrahydro-pyran-4-yl)-vinyl]-1H-pyrrolo[2,3-b]pyridine). Isolated yield 7.9%. Reaction SMILES: C1(S([N:10]2[C:14]3=[N:15][CH:16]=[CH:17][CH:18]=[C:13]3[CH:12]=[C:11]2[C:19]([C:27]2[CH:32]=[CH:31][C:30]([S:33]([CH3:36])(=[O:35])=[O:34])=[CH:29][CH:28]=2)=[CH:20][CH:21]2[CH2:26][CH2:25][O:24][CH2:23][CH2:22]2)(=O)=O)C=CC=CC=1.[OH-].[Na+]>C(O)C.O1CCCC1.ClCCl>[CH3:36][S:33]([C:30]1[CH:29]=[CH:28][C:27]([C:19]([C:11]2[NH:10][C:14]3=[N:15][CH:16]=[CH:17][CH:18]=[C:13]3[CH:12]=2)=[CH:20][CH:21]2[CH2:22][CH2:23][O:24][CH2:25][CH2:26]2)=[CH:32][CH:31]=1)(=[O:34])=[O:35] |f:1.2|. Procedure details: A mixture of 1-benzenesulfonyl-2-[1-(4-methanesulfonyl-phenyl)-2-(tetrahydro-pyran-4-yl)-vinyl]-1H-pyrrolo[2,3-b]pyridine (0.45 g, 8.6 mmol) in ethanol (8 mL), tetrahydrofuran (8 mL) and an aqueous sodium hydroxide solution (10%, 3 mL) was heated at 50° C. for 2 h. The mixture was diluted with dichloromethane (50 mL), washed with water, dried over anhydrous sodium sulfate and then concentrated in vacuo to afford 2-[1-(4-methanesulfonyl-phenyl)-2-(tetrahydro-pyran-4-yl)-vinyl]-1H-pyrrolo[2,3-b]py...